Dataset: the Open Reaction Database (ORD), a public repository of structured organic reaction records. Task: describe an organic reaction: reactants, conditions, products, and yield The reactants are C=C(C)c1cncc(C(C)O)c1, C1CCC2=NCCCN2CC1, Cc1ccccc1, CCOC(C)=O, [N-]=[N+]=NP(=O)(c1ccccc1)c1ccccc1. The product is C=C(C)c1cncc(C(C)N=[N+]=[N-])c1. RXN SMILES: [CH2:18]=[C:19]([CH3:20])[c:21]1[cH:22][c:23]([CH:27]([CH3:28])[OH:29])[cH:24][n:25][cH:26]1.[CH2:30]1[CH2:31][CH2:32][C:33]2=[N:38][CH2:37][CH2:36][CH2:35][N:34]2[CH2:39][CH2:40]1.[CH3:41][c:42]1[cH:43][cH:44][cH:45][cH:46][cH:47]1.[CH3:48][CH2:49][O:50][C:51]([CH3:52])=[O:53].[c:1]1([P:2]([c:3]2[cH:4][cH:5][cH:6][cH:7][cH:8]2)(=[O:9])[N:15]=[N+:16]=[N-:17])[cH:10][cH:11][cH:12][cH:13][cH:14]1>>[N:15](=[N+:16]=[N-:17])[CH:27]([c:23]1[cH:22][c:21]([C:19](=[CH2:18])[CH3:20])[cH:26][n:25][cH:24]1)[CH3:28]. The reactants are NCC(=O)C1=CC=CC=C1 (2-aminoacetophenone), [BH4-].[Na+] (Sodium borohydride), C(C)(=O)O (Acetic acid), [H][H] (hydrogen), C([O-])(O)=O.[Na+] (sodium bicarbonate). Solvent: O (water), C1CCOC1 (THF). Run at time 5 day. The product is CC(O)C1=C(C=CC=C1)N (methyl-2-aminophenyl carbinol). RXN SMILES: [BH4-].[Na+].[C:3]([OH:6])(=O)[CH3:4].[H][H].[NH2:9][CH2:10][C:11]([C:13]1C=CC=[CH:15][CH:14]=1)=O.[C:19](=O)(O)[O-].[Na+]>C1COCC1.O>[CH3:19][CH:3]([C:4]1[CH:15]=[CH:14][CH:13]=[CH:11][C:10]=1[NH2:9])[OH:6] |f:0.1,5.6|. Reported procedure: Sodium borohydride (1.12 g, 29.6 mmol) was stirred under nitrogen in THF (40 mL) in an ice bath. Acetic acid (3.38 mL, 3.55 g, 59.2 mmol) was added dropwise. The mixture was stirred until hydrogen evolution had ceased, then neat 2-aminoacetophenone (2.0 g, 14.8 mmol) was added dropwise. The mixture was stirred at ambient temperature for 5 days, then treated with water (40 mL) and neutralized with saturated aqueous sodium bicarbonate. The mixture was extracted with ether, and the combined ether l... Reactants: C(C)(C)(C)C1=CC=C(C=O)C=C1 (4-tert-butylbenzaldehyde), OS(=O)[O-].[Na+] (NaHSO3), Cl.Cl.NC=1C=C(C(=N)N)C=CC1N (3,4-Diaminobenzamidine dihydrochloride), C(C)O (ethanol). Run in O (water). Reaction conditions: temperature 25 celsius, time 2 hour. Product: CC(C)(C)C1=CC=C(C=C1)C1=NC2=C(N1)C=CC(=C2)C(N)=N (2-[4-(1,1-dimethylethyl)phenyl]-1H-Benzimidazole-5-carboximidamide). As a reaction SMILES: [C:1]([C:5]1[CH:12]=[CH:11][C:8]([CH:9]=O)=[CH:7][CH:6]=1)([CH3:4])([CH3:3])[CH3:2].OS([O-])=O.[Na+].Cl.Cl.[NH2:20][C:21]1[CH:22]=[C:23]([CH:27]=[CH:28][C:29]=1[NH2:30])[C:24]([NH2:26])=[NH:25].C(O)C>O>[CH3:2][C:1]([C:5]1[CH:12]=[CH:11][C:8]([C:9]2[NH:30][C:29]3[CH:28]=[CH:27][C:23]([C:24](=[NH:25])[NH2:26])=[CH:22][C:21]=3[N:20]=2)=[CH:7][CH:6]=1)([CH3:4])[CH3:3] |f:1.2,3.4.5|. Reported procedure: To 4-tert-butylbenzaldehyde (0.4000 g, 0.00247 mol) was added 3 mL of 40% NaHSO3 (aq). The mixture was stirred for 2 h at 25° C. 3,4-Diaminobenzamidine dihydrochloride (0.56 g, 0.0025 mol) and ethanol (8 mL) were added. The mixture was refluxed for 3 h. The reaction was then poured into water. The precipitate filtered and recrystallized from 2N HCl to afford 1H-benzimidzole-5-carboximidamide, 2-[4-(1,1-dimethylethyl)phenyl]- (400 mg, 44%) as a white solid: 1H NMR (DMSO-d6) δ9.47 (bs, 2 NH), 9.15...